From a dataset of the Open Reaction Database (ORD), a public repository of structured organic reaction records. describe an organic reaction: reactants, conditions, products, and yield The reactants are CN1C=NC=C1C=1C(CCCC1)=O (2-(1-methyl-1H-imidazol-5-yl)cyclohex-2-en-1-one), [BH4-].[Na+] (sodium borohydride), [Cl-].[NH4+] (ammonium chloride). Run in CO (methanol). Conditions: time 30 minute. Yields the product CN1C=NC=C1C1C(CCCC1)O (2-(1-Methyl-1H-imidazol-5-yl)cyclohexanol). Isolated yield 61.1%. RXN SMILES: [CH3:1][N:2]1[C:6]([C:7]2[C:8](=[O:13])[CH2:9][CH2:10][CH2:11][CH:12]=2)=[CH:5][N:4]=[CH:3]1.[BH4-].[Na+].[Cl-].[NH4+]>CO>[CH3:1][N:2]1[C:6]([CH:7]2[CH2:12][CH2:11][CH2:10][CH2:9][CH:8]2[OH:13])=[CH:5][N:4]=[CH:3]1 |f:1.2,3.4|. Reported procedure: To a solution of the 2-(1-methyl-1H-imidazol-5-yl)cyclohex-2-en-1-one (80 mg, 0.454 mmol) prepared in Example 49a in methanol (2.0 mL), sodium borohydride (50 mg, 1.32 mmol) was added at room temperature, and the reaction solution was stirred at room temperature for 30 minutes. To the reaction solution, a saturated aqueous solution of ammonium chloride (20 mL) was added, followed by extraction with dichloromethane (50 mL). The thus obtained organic layer was dried over anhydrous sodium sulfate a...